Dataset: the Open Reaction Database (ORD), a public repository of structured organic reaction records. Task: describe an organic reaction: reactants, conditions, products, and yield Reactants: O=C1N(Cc2ccc(Br)cc2)c2ccccc2C12COc1cc(F)c(F)cc12, CC(C)(C)OC(=O)N1CCC(N)C1, CC(C)(C)[O-], Cc1ccccc1, [Na+], O=C(C=Cc1ccccc1)C=Cc1ccccc1, O=C(C=Cc1ccccc1)C=Cc1ccccc1, O=C(C=Cc1ccccc1)C=Cc1ccccc1, [Pd], [Pd]. Product: CC(C)(C)OC(=O)N1CCC(Nc2ccc(CN3C(=O)C4(COc5cc(F)c(F)cc54)c4ccccc43)cc2)C1. As a reaction SMILES: [Br:1][c:2]1[cH:3][cH:4][c:5]([CH2:6][N:7]2[C:8](=[O:26])[C:9]3([CH2:10][O:11][c:12]4[c:13]3[cH:14][c:15]([F:19])[c:16]([F:18])[cH:17]4)[c:20]3[cH:21][cH:22][cH:23][cH:24][c:25]32)[cH:27][cH:28]1.[C:29](=[O:30])([O:31][C:32]([CH3:33])([CH3:34])[CH3:35])[N:36]1[CH2:37][CH:38]([NH2:41])[CH2:39][CH2:40]1.[CH3:42][C:43]([CH3:44])([O-:45])[CH3:46].[CH3:48][c:49]1[cH:50][cH:51][cH:52][cH:53][cH:54]1.[Na+:47].[O:57]=[C:58]([CH:59]=[CH:60][c:61]1[cH:62][cH:63][cH:64][cH:65][cH:66]1)[CH:67]=[CH:68][c:69]1[cH:70][cH:71][cH:72][cH:73][cH:74]1.[O:75]=[C:76]([CH:77]=[CH:78][c:79]1[cH:80][cH:81][cH:82][cH:83][cH:84]1)[CH:85]=[CH:86][c:87]1[cH:88][cH:89][cH:90][cH:91][cH:92]1.[O:93]=[C:94]([CH:95]=[CH:96][c:97]1[cH:98][cH:99][cH:100][cH:101][cH:102]1)[CH:103]=[CH:104][c:105]1[cH:106][cH:107][cH:108][cH:109][cH:110]1.[Pd:55].[Pd:56]>>[c:2]1([NH:41][CH:38]2[CH2:37][N:36]([C:29](=[O:30])[O:31][C:32]([CH3:33])([CH3:34])[CH3:35])[CH2:40][CH2:39]2)[cH:3][cH:4][c:5]([CH2:6][N:7]2[C:8](=[O:26])[C:9]3([CH2:10][O:11][c:12]4[c:13]3[cH:14][c:15]([F:19])[c:16]([F:18])[cH:17]4)[c:20]3[cH:21][cH:22][cH:23][cH:24][c:25]32)[cH:27][cH:28]1. Starting materials: C(C)(C)(C)OC(=O)N1CCC(CC1)(O)CC(=C)C1=CC=CC=C1 (1-tert-butyloxycarbonyl-4-[(2-phenyl)allyl]4-hydroxypiperidine), [H][H] (hydrogen). The reagents and catalysts are [Pd] (palladium on activated carbon). The solvent is C(C)(=O)OCC (ethyl acetate). Product: C(C)(C)(C)OC(=O)N1CCC(CC1)(O)CC(C)C1=CC=CC=C1 (1-tert-Butyloxycarbonyl-4-(2-phenylpropyl)-4-hydroxypiperidine). Isolated yield 87.5%. As a reaction SMILES: [C:1]([O:5][C:6]([N:8]1[CH2:13][CH2:12][C:11]([CH2:15][C:16]([C:18]2[CH:23]=[CH:22][CH:21]=[CH:20][CH:19]=2)=[CH2:17])([OH:14])[CH2:10][CH2:9]1)=[O:7])([CH3:4])([CH3:3])[CH3:2].[H][H]>C(OCC)(=O)C.[Pd]>[C:1]([O:5][C:6]([N:8]1[CH2:13][CH2:12][C:11]([CH2:15][CH:16]([C:18]2[CH:19]=[CH:20][CH:21]=[CH:22][CH:23]=2)[CH3:17])([OH:14])[CH2:10][CH2:9]1)=[O:7])([CH3:2])([CH3:3])[CH3:4]. Procedure: A solution of 1-tert-butyloxycarbonyl-4-[(2-phenyl)allyl]4-hydroxypiperidine (1.67 g, 5.26 mmol) in ethyl acetate (25 ml) was hydrogenated over 1% palladium on activated carbon (0.8 g) at room temperature and 1 atm pressure of hydrogen for 1.5 hours. The mixture was filtered and the filtrate was concentrated to yield the title compound (1.47 g, 87%) as a pale yellow glass. δH (250 MHz, CDCl3) 1.27 (3 H, d, J=7), 1.36-1.60 (13 H, m), 1.73 (1 H, dd, J=15 and 4), 2.01 (1 H, dd, J=15 and 10), 2.98-3... The reactants are O=C([O-])[O-], C1CCOC1, O=C(CCCl)c1ccccc1, [K+], [K+], O=C(c1ccccc1)c1ccc(O)cc1, [Zn]. Yields the product Oc1ccc(C(=C(CCCl)c2ccccc2)c2ccccc2)cc1. As a reaction SMILES: [C:32](=[O:33])([O-:34])[O-:35].[CH2:27]1[O:28][CH2:29][CH2:30][CH2:31]1.[Cl:16][CH2:17][CH2:18][C:19](=[O:20])[c:21]1[cH:22][cH:23][cH:24][cH:25][cH:26]1.[K+:36].[K+:37].[OH:1][c:2]1[cH:3][cH:4][c:5]([C:6](=[O:7])[c:8]2[cH:9][cH:10][cH:11][cH:12][cH:13]2)[cH:14][cH:15]1.[Zn:38]>>[OH:1][c:2]1[cH:3][cH:4][c:5]([C:6]([c:8]2[cH:9][cH:10][cH:11][cH:12][cH:13]2)=[C:19]([CH2:18][CH2:17][Cl:16])[c:21]2[cH:22][cH:23][cH:24][cH:25][cH:26]2)[cH:14][cH:15]1. Starting materials: C(=O)(Cl)Cl (Phosgene), ClC1=C(C(=CC=C1)[N+](=O)[O-])CCO (2-(2-chloro-6-nitrophenyl)ethanol), C(=O)(Cl)Cl (phosgene). Solvent: C1CCOC1 (THF). Product: ClC1=C(C(=CC=C1)[N+](=O)[O-])CCOC(=O)Cl (2-(2-chloro-6-nitrophenyl)ethoxycarbonyl chloride). Isolated yield 97.0%. RXN SMILES: [C:1]([Cl:4])(Cl)=[O:2].[Cl:5][C:6]1[CH:11]=[CH:10][CH:9]=[C:8]([N+:12]([O-:14])=[O:13])[C:7]=1[CH2:15][CH2:16][OH:17]>C1COCC1>[Cl:5][C:6]1[CH:11]=[CH:10][CH:9]=[C:8]([N+:12]([O-:14])=[O:13])[C:7]=1[CH2:15][CH2:16][O:17][C:1]([Cl:4])=[O:2]. Reported procedure: Phosgene was introduced in a solution of 2-(2-chloro-6-nitrophenyl)ethanol (31 g, 154 mmol) in THF (190 ml, dist. over CaH2) at room temperature under stirring. After 2.5 h the excess phosgene and the solvent were removed by distillation in a high vacuum. 2-(2-chloro-6-nitrophenyl)ethoxycarbonyl chloride (39.4 g, 97%) was obtained as a yellow oil. Starting materials: CC(C)c1nccc(N)c1Cl, O=C1CCC(c2ccccc2)CC1. Yields the product CC(C)c1nccc(NC2CCC(c3ccccc3)CC2)c1Cl. Reaction SMILES: [NH2:1][c:2]1[c:3]([Cl:11])[c:4]([CH:8]([CH3:9])[CH3:10])[n:5][cH:6][cH:7]1.[c:12]1([CH:18]2[CH2:19][CH2:20][C:21](=[O:24])[CH2:22][CH2:23]2)[cH:13][cH:14][cH:15][cH:16][cH:17]1>>[NH:1]([c:2]1[c:3]([Cl:11])[c:4]([CH:8]([CH3:9])[CH3:10])[n:5][cH:6][cH:7]1)[CH:21]1[CH2:20][CH2:19][CH:18]([c:12]2[cH:13][cH:14][cH:15][cH:16][cH:17]2)[CH2:23][CH2:22]1. Reactants: C(C1=CC=CC=C1)N (monobenzylamine), C(C=C)N(CC(=O)N[C@@H](C)C(=O)N[C@@H](C)C(=O)N[C@@H](C)P(O)(O)=O)C(=O)OCC1=CC=CC=C1 ((1R)-1-[(N-allyl-N-benzyloxycarbonyl-glycyl-L-alanyl-L-alanyl)amino]-ethylphosphonic acid). The product is C(C=C)NCC(=O)N[C@@H](C)C(=O)N[C@@H](C)C(=O)N[C@@H](C)P(O)(O)=O ((1R)-1-(N-allyl-glycyl-L-alanyl-L-alanylamino)-ethylphosphonic acid). Reaction SMILES: C(N)C1C=CC=CC=1.[CH2:9]([N:12](C(OCC1C=CC=CC=1)=O)[CH2:13][C:14]([NH:16][C@H:17]([C:19]([NH:21][C@H:22]([C:24]([NH:26][C@H:27]([P:29](=[O:32])([OH:31])[OH:30])[CH3:28])=[O:25])[CH3:23])=[O:20])[CH3:18])=[O:15])[CH:10]=[CH2:11]>>[CH2:9]([NH:12][CH2:13][C:14]([NH:16][C@H:17]([C:19]([NH:21][C@H:22]([C:24]([NH:26][C@H:27]([P:29](=[O:30])([OH:32])[OH:31])[CH3:28])=[O:25])[CH3:23])=[O:20])[CH3:18])=[O:15])[CH:10]=[CH2:11]. Procedure: In a manner analogous to that described in Example 7 (A)(ii), from the monobenzylamine salt of (1R)-1-[(N-allyl-N-benzyloxycarbonyl-glycyl-L-alanyl-L-alanyl)amino]-ethylphosphonic acid [prepared as described in Example 20(B)(i)] there was obtained (1R)-1-(N-allyl-glycyl-L-alanyl-L-alanylamino)-ethylphosphonic acid of melting point 251°-253° C. (decomposition); [α]D20 =-110°; [α]36520 =-394° (c=1% in water).